Dataset: the Open Reaction Database (ORD), a public repository of structured organic reaction records. Task: describe an organic reaction: reactants, conditions, products, and yield The reactants are Example 1 ( ii ), C(#N)C1=CC(=C(C=O)C=C1)C#CC1=CC=CC=C1 (4-cyano-2-(2-phenylethynyl)benzaldehyde), [C-]#N.[K+] (potassium cyanide), C([O-])([O-])=O.[NH4+].[NH4+] (ammonium carbonate), C(C)O.O (ethanol water). Reaction conditions: temperature 85 celsius. The product is C(#N)C1=CC(=C(C=C1)C1C(NC(N1)=O)=O)C#CC1=CC=CC=C1 (5-[4-cyano-2-(2-phenylethynyl)phenyl]hydantoin). RXN SMILES: [C:1]([C:3]1[CH:10]=[CH:9][C:6]([CH:7]=O)=[C:5]([C:11]#[C:12][C:13]2[CH:18]=[CH:17][CH:16]=[CH:15][CH:14]=2)[CH:4]=1)#[N:2].[C-]#N.[K+].[C:22](=[O:25])([O-])[O-].[NH4+:26].[NH4+:27].[CH2:28]([OH:30])C.O>>[C:1]([C:3]1[CH:10]=[CH:9][C:6]([CH:7]2[NH:27][C:28](=[O:30])[NH:26][C:22]2=[O:25])=[C:5]([C:11]#[C:12][C:13]2[CH:18]=[CH:17][CH:16]=[CH:15][CH:14]=2)[CH:4]=1)#[N:2] |f:1.2,3.4.5,6.7|. Procedure: A stirred mixture of 4-cyano-2-(2-phenylethynyl)benzaldehyde (0.69 g, 3.0 mmol), potassium cyanide (0.39 g, 6.0 mmol) and ammonium carbonate (1.15 g, 12 mmol) in ethanol-water (1:1, 12 ml) was heated to 85° C. for 4 hours following the procedure described in Example 1 (ii). The crude solid obtained after extraction was chromatographed on flash silica eluting with ether to give 5-[4-cyano-2-(2-phenylethynyl)phenyl]hydantoin as a yellow foam. The reactants are ClCCl (dichloromethane), CO (methanol), C([O-])([O-])=O.[K+].[K+] (Potassium carbonate), BrC(C(=O)NC=1C=NC2=CC=C(N=C2C1O)OC)[C@@H]1CC[C@H](CC1)N1C(C2=CC=CC=C2C1=O)=O (2-bromo-[trans-4-(1,3-dioxo-1,3-dihydro-isoindol-2-yl)-cyclohexyl]-N-(4-hydroxy-6-methoxy-[1,5]naphthyridin-3-yl)-acetamide). Solvent: CN(C=O)C (N,N-dimethylformamide). Conditions: time 2 hour. Product: COC=1N=C2C=3OC(C(NC3C=NC2=CC1)=O)[C@@H]1CC[C@H](CC1)N1C(C2=CC=CC=C2C1=O)=O (2-[trans-4-(6-methoxy-2-oxo-2,3-dihydro-1H-4-oxa-1,5,9-triaza-phenanthren-3-yl)-cyclohexyl]-isoindole-1,3-dione). Isolated yield 49.0%. Reaction SMILES: C(=O)([O-])[O-].[K+].[K+].Br[CH:8]([C@H:25]1[CH2:30][CH2:29][C@H:28]([N:31]2[C:39](=[O:40])[C:38]3[C:33](=[CH:34][CH:35]=[CH:36][CH:37]=3)[C:32]2=[O:41])[CH2:27][CH2:26]1)[C:9]([NH:11][C:12]1[CH:13]=[N:14][C:15]2[C:20]([C:21]=1[OH:22])=[N:19][C:18]([O:23][CH3:24])=[CH:17][CH:16]=2)=[O:10].ClCCl.CO>CN(C)C=O>[CH3:24][O:23][C:18]1[N:19]=[C:20]2[C:15](=[CH:16][CH:17]=1)[N:14]=[CH:13][C:12]1[NH:11][C:9](=[O:10])[CH:8]([C@H:25]3[CH2:30][CH2:29][C@H:28]([N:31]4[C:32](=[O:41])[C:33]5[C:38](=[CH:37][CH:36]=[CH:35][CH:34]=5)[C:39]4=[O:40])[CH2:27][CH2:26]3)[O:22][C:21]2=1 |f:0.1.2|. Reported procedure: Potassium carbonate (2.49 g, 18.03 mmol, 3.0 eq) is added at room temperature to a stirred solution of 2-bromo-[trans-4-(1,3-dioxo-1,3-dihydro-isoindol-2-yl)-cyclohexyl]-N-(4-hydroxy-6-methoxy-[1,5]naphthyridin-3-yl)-acetamide (3.24 g, 6.01 mmol, 1.0 eq) in N,N-dimethylformamide (30 mL). After 16 hours stirring at room temperature and 2 hours stirring at 55° C., solvent is removed and the residue is purified by column chromatography (silica gel, eluent: dichloromethane:methanol, 50:1, v/v) to af... The reactants are O=C1NNC(C2=CC(=CC=C12)C(=O)O)=O (1,4-Dioxo-1,2,3,4-tetrahydro-phthalazine-6-carboxylic acid), P(Br)(Br)(Br)(Br)Br (phosphorus pentabromide), crude material. Run in ClCCCl (DCE), CC(=O)O (HOAc). Product: BrC1=NNC(C2=CC(=CC=C12)C(=O)O)=O (1-Bromo-4-oxo-3,4-dihydro-phthalazine-6-carboxylic acid). The yield is 71.8%. As a reaction SMILES: O=[C:2]1[C:11]2[C:6](=[CH:7][C:8]([C:12]([OH:14])=[O:13])=[CH:9][CH:10]=2)[C:5](=[O:15])[NH:4][NH:3]1.P(Br)(Br)(Br)(Br)[Br:17]>ClCCCl.CC(O)=O>[Br:17][C:2]1[C:11]2[C:6](=[CH:7][C:8]([C:12]([OH:14])=[O:13])=[CH:9][CH:10]=2)[C:5](=[O:15])[NH:4][N:3]=1. Procedure: 1,4-Dioxo-1,2,3,4-tetrahydro-phthalazine-6-carboxylic acid (91.0 g, 0.44 mol) was suspended in DCE (1.0 L) and phosphorus pentabromide (761.0 g, 1.77 mol) was added in three portions and the reaction heated to reflux for 24 hours. The reaction was cooled to RT and poured onto ice (2.5 kg) and the resulting precipitate filtered and washed with water to give the crude product (130.0 g). This crude material was suspended in HOAc (1.6 L) and heated to 125° C. for 2 h. The reaction was cooled to RT a... Reactants: CO\N=C(\CN1N=CC=C1)/C1=CC=C(C=C1)Cl ((E)-1-(4-chlorophenyl)-2-(1H-pyrazol-1-yl)ethanone O-methyl oxime), CO\N=C(\CN1N=CC=C1)/C1=CC=C(C=C1)Cl ((E)-1-(4-chlorophenyl)-2-(1H-pyrazol-1-yl)ethanone O-methyl oxime), CO\N=C(\CN1N=CC=C1)/C1=CC=C(C=C1)Cl ((E)-1-(4-chlorophenyl)-2-(1H-pyrazol-1-yl)ethanone O-methyl oxime), O (water), [OH-].[Na+] (NaOH), C(C)OCC (Diethyl ether). The solvent is C1CCOC1 (THF). Yields the product ClC1=CC=C(C=C1)C(CN1N=CC=C1)N (1-(4-chlorophenyl)-2-(1H-pyrazol-1-yl)ethanamine). Yield: 55.0%. Reaction SMILES: CO/[N:3]=[C:4](\[C:11]1[CH:16]=[CH:15][C:14]([Cl:17])=[CH:13][CH:12]=1)/[CH2:5][N:6]1[CH:10]=[CH:9][CH:8]=[N:7]1.O.[OH-].[Na+].C(OCC)C>C1COCC1>[Cl:17][C:14]1[CH:15]=[CH:16][C:11]([CH:4]([NH2:3])[CH2:5][N:6]2[CH:10]=[CH:9][CH:8]=[N:7]2)=[CH:12][CH:13]=1 |f:2.3|. Reported procedure: Borane tetrahydrofuran complex (15.00 mL, 15.00 mmol) was added to a stirred solution of (Z) and (E)-1-(4-chlorophenyl)-2-(1H-pyrazol-1-yl)ethanone O-methyl oxime (Intermediate 91) (0.749 g, 3 mmol) dissolved in THF (30 mL) at room temperature under argon. The resulting solution was stirred under reflux for 3 hours. The mixture was cooled in an ice/water bath and water (25 ml) was carefully added followed by 20% NaOH (25 ml). The resulting biphasic mixture was refluxed overnight with vigorous ma... The reactants are CCOC(=O)CN, CCN(C(C)C)C(C)C, CC(C)(CC(=O)O)Nc1ccc(Cl)cc1, ClCCl, Cl. Yields the product CCOC(=O)CNC(=O)CC(C)(C)Nc1ccc(Cl)cc1. Reaction SMILES: [CH2:26]([CH3:27])[O:28][C:29]([CH2:30][NH2:31])=[O:32].[CH:16]([N:17]([CH2:18][CH3:19])[CH:20]([CH3:21])[CH3:22])([CH3:23])[CH3:24].[Cl:1][c:2]1[cH:3][cH:4][c:5]([NH:8][C:9]([CH2:10][C:11](=[O:12])[OH:13])([CH3:14])[CH3:15])[cH:6][cH:7]1.[Cl:33][CH2:34][Cl:35].[ClH:25]>>[Cl:1][c:2]1[cH:3][cH:4][c:5]([NH:8][C:9]([CH2:10][C:11](=[O:13])[NH:31][CH2:30][C:29]([O:28][CH2:26][CH3:27])=[O:32])([CH3:14])[CH3:15])[cH:6][cH:7]1. Starting materials: O.O.O.O.B([O-])([O-])O[O-].[Na+].[Na+].[Na+] (Sodium peroxyborate tetrahydrate), C(C)(C)(C)C1CCC(=C(C1)C(=O)OCC)S (ethyl 5-t-butyl-2-mercapto-1-cyclohexene-1-carboxylate). The solvent is C(C)(=O)O (acetic acid), C(C)(=O)O (acetic acid). Conditions: temperature 52.5 celsius, time 3 hour. The product is C(C)(C)(C)C1CCC(=C(C1)C(=O)OCC)S(=O)(=O)O (ethyl 5-t-butyl-2-sulfo-1-cyclohexene-1-carboxylate). Isolated yield 73.1%. Reaction SMILES: [OH2:1].[OH2:2].[OH2:3].O.B(O[O-])([O-])[O-].[Na+].[Na+].[Na+].[C:13]([CH:17]1[CH2:22][C:21]([C:23]([O:25][CH2:26][CH3:27])=[O:24])=[C:20]([SH:28])[CH2:19][CH2:18]1)([CH3:16])([CH3:15])[CH3:14]>C(O)(=O)C>[C:13]([CH:17]1[CH2:22][C:21]([C:23]([O:25][CH2:26][CH3:27])=[O:24])=[C:20]([S:28]([OH:3])(=[O:2])=[O:1])[CH2:19][CH2:18]1)([CH3:16])([CH3:14])[CH3:15] |f:0.1.2.3.4.5.6.7|. Procedure details: Sodium peroxyborate tetrahydrate (38.2 g) was admixed with acetic acid (270 ml) and heated to 50 to 55° C. and then a solution of ethyl 5-t-butyl-2-mercapto-1-cyclohexene-1-carboxylate (20.1 g) synthesized in Reference Example 15 in acetic acid (31 ml) was added dropwise over 2 hours. The mixture was stirred at 50 to 55° C. for 3 hours and then at 80 to 85° C. for 7.5 hours and concentrated under reduced pressure. The residue was combined with acetonitrile (445ml) and stirred at room temperature... Reactants: O=C([O-])[O-], ClCCN1CCCC1, Cl, [K+], [K+], O=[N+]([O-])c1cccc2[nH]ncc12, CN(C)C=O. Product: O=[N+]([O-])c1cccc2c1cnn2CCN1CCCC1. Reaction SMILES: [C:13](=[O:14])([O-:15])[O-:16].[Cl:20][CH2:21][CH2:22][N:23]1[CH2:24][CH2:25][CH2:26][CH2:27]1.[ClH:19].[K+:17].[K+:18].[N+:1](=[O:2])([O-:3])[c:4]1[c:5]2[cH:6][n:7][nH:8][c:9]2[cH:10][cH:11][cH:12]1.[O:28]=[CH:29][N:30]([CH3:31])[CH3:32]>>[N+:1](=[O:2])([O-:3])[c:4]1[c:5]2[cH:6][n:7][n:8]([CH2:21][CH2:22][N:23]3[CH2:24][CH2:25][CH2:26][CH2:27]3)[c:9]2[cH:10][cH:11][cH:12]1. Reactants: Cl (HCl), CN[C@H]1CC[C@H](C2=C1C=CC=C2)C=3C=CC(=C(C3)Cl)Cl.C(C(O)C1=CC=CC=C1)(=O)[O-] (sertraline mandelate), solution, [OH-].[Na+] (NaOH). Product: CN[C@H]1CC[C@H](C2=C1C=CC=C2)C=3C=CC(=C(C3)Cl)Cl.Cl (Sertraline Hydrochloride). Reaction SMILES: [CH3:1][NH:2][C@@H:3]1[C:8]2[CH:9]=[CH:10][CH:11]=[CH:12][C:7]=2[C@H:6]([C:13]2[CH:14]=[CH:15][C:16]([Cl:20])=[C:17]([Cl:19])[CH:18]=2)[CH2:5][CH2:4]1.C([O-])(=O)C(C1C=CC=CC=1)O.[OH-].[Na+].[ClH:34]>C(OCC)(=O)C.O.C(OCC)C>[CH3:1][NH:2][C@@H:3]1[C:8]2[CH:9]=[CH:10][CH:11]=[CH:12][C:7]=2[C@H:6]([C:13]2[CH:14]=[CH:15][C:16]([Cl:20])=[C:17]([Cl:19])[CH:18]=2)[CH2:5][CH2:4]1.[ClH:34] |f:0.1,2.3,8.9|. The solvent is C(C)(=O)OCC (ethyl acetate), O (water), C(C)OCC (diethyl ether). Conditions: temperature 0 celsius, time 8 hour. Reported procedure: A solution of 2.85 g sertraline free amine (obtained after treating a solution of sertraline mandelate salt in ethyl acetate with a 2 molar solution of NaOH in water, followed by a standard organic work-up procedure) in 300 ml diethyl ether is cooled to 0° C. At this temperature, gaseous HCl is introduced in the reaction mixture for 30 minutes. The reaction mixture, a white suspension, is warmed to room temperature and stirred overnight under an argon atmosphere. The white suspension is filtered...